The task is: describe an organic reaction: reactants, conditions, products, and yield. This data is from the Open Reaction Database (ORD), a public repository of structured organic reaction records. Starting materials: CN1N=CC(=C1C(NC1=CC=2N(C=C1)N=C(N2)C2=CC=CC=C2)=O)C(=O)O (1-methyl-5-(2-phenyl-[1,2,4]triazolo[1,5-a]pyridin-7-ylcarbamoyl)-1H-pyrazole-4-carboxylic acid), Cl.Cl.N12CCNC(CC1)C2 (1,4-diazabicyclo[3.2.1]octane dihydrochloride), CCCP(=O)=O (propylphosphonic anhydride), C(C)(C)N(C(C)C)CC (N,N-diisopropylethylamine). Solvent: O1CCCC1 (tetrahydrofuran). Reaction conditions: temperature 25 celsius, time 8 hour. The product is C1(=CC=CC=C1)C1=NN2C(C=C(C=C2)NC(=O)C=2N(N=CC2C(=O)N2CCN3CCC2C3)C)=N1 (4-(1,4-diaza-bicyclo[3.2.1]octane-4-carbonyl)-2-methyl-2H-pyrazole-3-carboxylic acid (2-phenyl-[1,2,4]triazolo[1,5-a]pyridin-7-yl)-amide). Yield: 35.7%. Reaction SMILES: [CH3:1][N:2]1[C:6]([C:7](=[O:24])[NH:8][C:9]2[CH:14]=[CH:13][N:12]3[N:15]=[C:16]([C:18]4[CH:23]=[CH:22][CH:21]=[CH:20][CH:19]=4)[N:17]=[C:11]3[CH:10]=2)=[C:5]([C:25](O)=[O:26])[CH:4]=[N:3]1.Cl.Cl.[N:30]12[CH2:37][CH:34]([CH2:35][CH2:36]1)[NH:33][CH2:32][CH2:31]2.CCCP(=O)=O.C(N(CC)C(C)C)(C)C>O1CCCC1>[C:18]1([C:16]2[N:17]=[C:11]3[CH:10]=[C:9]([NH:8][C:7]([C:6]4[N:2]([CH3:1])[N:3]=[CH:4][C:5]=4[C:25]([N:33]4[CH:34]5[CH2:37][N:30]([CH2:36][CH2:35]5)[CH2:31][CH2:32]4)=[O:26])=[O:24])[CH:14]=[CH:13][N:12]3[N:15]=2)[CH:23]=[CH:22][CH:21]=[CH:20][CH:19]=1 |f:1.2.3|. Procedure: A mixture of 1-methyl-5-(2-phenyl-[1,2,4]triazolo[1,5-a]pyridin-7-ylcarbamoyl)-1H-pyrazole-4-carboxylic acid (100 mg, 276 μmol), 1,4-diazabicyclo[3.2.1]octane dihydrochloride (102 mg, 552 μmol), propylphosphonic anhydride (50% in ethyl acetate, 407 μl, 690 μmol) and N,N-diisopropylethylamine (469 μl, 2.76 mmol) in tetrahydrofuran (4.5 ml) was stirred overnight at 25° C. The mixture was applied on basic silica gel and purified by column chromatography using dichloromethane/methanol 19:1 as eluent... Reactants: CC(CC)(C)[Mg]Cl (1,1-dimethylpropylmagnesium chloride), [Cl-].[NH4+] (ammonium chloride), COC(=O)[C@H]1N(CC1)C(C(OC)=O)=O ((2S)-Methyl-1-(1,2-dioxo-2-methoxyethyl)-azetidine-2-carboxylate), Example 2, CCOCC (ether). The solvent is C1CCOC1 (THF), O1CCCC1 (tetrahydrofuran), CCCCC (pentane). Run at temperature -78 celsius, time 3 hour. The product is COC(=O)[C@H]1N(CC1)C(C(C(CC)(C)C)=O)=O ((2S)-Methyl-1-(1,2-dioxo-3,3-dimethylpentyl)azetidine-2-carboxylate). Isolated yield 77.0%. RXN SMILES: [CH3:1][O:2][C:3]([C@@H:5]1[CH2:8][CH2:7][N:6]1[C:9](=[O:14])[C:10](=[O:13])OC)=[O:4].[CH3:15][C:16]([Mg]Cl)([CH3:19])[CH2:17][CH3:18].[Cl-].[NH4+].CCOCC>O1CCCC1.CCCCC>[CH3:1][O:2][C:3]([C@@H:5]1[CH2:8][CH2:7][N:6]1[C:9](=[O:14])[C:10](=[O:13])[C:16]([CH3:19])([CH3:15])[CH2:17][CH3:18])=[O:4] |f:2.3|. Procedure details: To a cooled (about −78° C.) solution of (2S)-Methyl-1-(1,2-dioxo-2-methoxyethyl)-azetidine-2-carboxylate from Reference Example 2 (0.98 g, 4.86 mmol, 1.0 eq) in dry tetrahydrofuran (15 mL) under an argon atmosphere was added 1,1-dimethylpropylmagnesium chloride in THF (6.30 mL of 1M solution, 6.30 mmol, 1.3 eq) over about 15 minutes. After stirring the resulting homogeneous mixture at about −78° C. for about 3 hours, the mixture was poured into chilled saturated ammonium chloride and extracted i... Starting materials: ClCC#N (chloroacetonitrile), ice water, CC(C)(CCCCC)O (2-methylheptan-2-ol), S(O)(O)(=O)=O (sulphuric acid). Run in C(C)(=O)O (acetic acid). Run at temperature -50 celsius, time 0.5 hour. Yields the product ClCC(=O)NC(CCCCC)(C)C (2-chloro-N-(1,1-dimethylhexyl)acetamide). As a reaction SMILES: [Cl:1][CH2:2][C:3]#[N:4].[CH3:5][C:6](O)([CH2:8][CH2:9][CH2:10][CH2:11][CH3:12])[CH3:7].S(=O)(=O)(O)[OH:15]>C(O)(=O)C>[Cl:1][CH2:2][C:3]([NH:4][C:6]([CH3:7])([CH3:5])[CH2:8][CH2:9][CH2:10][CH2:11][CH3:12])=[O:15]. Reported procedure: A solution of chloroacetonitrile (15.1 g., 0.2 mol) and 2-methylheptan-2-ol (26.0 g., 0.2 mol) in acetic acid (120 ml) was treatedwith concentrated sulphuric acid (24 ml) with the temperature maintained at40°-50° C. After stirring for 1/2 hour the mixture was pouredinto ice-water (500 ml) and extracted with ether (3×400 ml). The combined extracts were washed with aqueous sodium carbonate until neutral and then evaporated to give 2-chloro-N-(1,1-dimethylhexyl)acetamide as a colourless solid m.p. ... Reactants: CCCCSc1ccc(NC(C)=O)c([N+](=O)[O-])c1, CCO, [Na+], [OH-]. Product: CCCCSc1ccc(N)c([N+](=O)[O-])c1. As a reaction SMILES: [C:1](=[O:2])([CH3:3])[NH:4][c:5]1[c:6]([N+:16](=[O:17])[O-:18])[cH:7][c:8]([S:11][CH2:12][CH2:13][CH2:14][CH3:15])[cH:9][cH:10]1.[CH3:21][CH2:22][OH:23].[Na+:20].[OH-:19]>>[NH2:4][c:5]1[c:6]([N+:16](=[O:17])[O-:18])[cH:7][c:8]([S:11][CH2:12][CH2:13][CH2:14][CH3:15])[cH:9][cH:10]1. Reactants: O=C([O-])[O-], COc1ccc(N2CC(COS(C)(=O)=O)CC2=O)cc1, CN(C)C=O, [K+], [K+], O=Cc1ccc(O)cc1. Product: COc1ccc(N2CC(COc3ccc(C=O)cc3)CC2=O)cc1. RXN SMILES: [C:30](=[O:31])([O-:32])[O-:33].[CH3:1][S:2](=[O:3])(=[O:4])[O:5][CH2:6][CH:7]1[CH2:8][C:9](=[O:20])[N:10]([c:12]2[cH:13][cH:14][c:15]([O:18][CH3:19])[cH:16][cH:17]2)[CH2:11]1.[CH3:36][N:37]([CH3:38])[CH:39]=[O:40].[K+:34].[K+:35].[OH:21][c:22]1[cH:23][cH:24][c:25]([CH:26]=[O:27])[cH:28][cH:29]1>>[O:5]([CH2:6][CH:7]1[CH2:8][C:9](=[O:20])[N:10]([c:12]2[cH:13][cH:14][c:15]([O:18][CH3:19])[cH:16][cH:17]2)[CH2:11]1)[c:22]1[cH:23][cH:24][c:25]([CH:26]=[O:27])[cH:28][cH:29]1.